describe an organic reaction: reactants, conditions, products, and yield From a dataset of the Open Reaction Database (ORD), a public repository of structured organic reaction records. The reactants are C(C)(=O)O[C@@H]1[C@]2(C)[C@@H](CC1)[C@@H]1CC=C3C[C@H](CC[C@]3(CO)[C@H]1CC2)OC2(CCCC2)OC (3β-(1'-methoxycyclopentyloxy)-5-androstene-17β,19-diol 17-acetate), 3β-(1'-cyclopentenyloxy)-5-androstene-17β,19-diol 17-acetate, C(C)(=O)O[C@@H]1[C@]2(C)[C@@H](CC1)[C@@H]1CC=C3C[C@H](CC[C@]3(CO)[C@H]1CC2)O[Si](C)(C)C (3β-trimethylsiloxy-5-androstene-17β,19-diol 17-acetate), C(C)(=O)O[C@@H]1[C@]2(C)[C@@H](CC1)[C@@H]1CC=C3C[C@H](CC[C@]3(CO)[C@H]1CC2)OCC (3β-ethoxy-5-androstene-17β,19-diol 17-acetate). Product: C(C)(=O)O.O[C@@H]1[C@]2(C)[C@@H](CC1)[C@@H]1CC=C3C[C@H](CC[C@]3(C=O)[C@H]1CC2)O[Si](C)(C)C (17β-hydroxy-3β-trimethylsiloxy-5-androsten-19-one acetate), C(C)(=O)O.O[C@@H]1[C@]2(C)[C@@H](CC1)[C@@H]1CC=C3C[C@H](CC[C@]3(C=O)[C@H]1CC2)OC2(CCCC2)OC (17β-hydroxy-3β-(1'-methoxycyclopentyloxy)-5-androsten-19-one acetate), 3β-(1'-cyclopentenyloxy)-17β-hydroxy-5-androsten-19-one acetate. RXN SMILES: [C:1]([O:4][C@H:5]1[CH2:10][CH2:9][C@H:8]2[C@H:11]3[C@H:22]([CH2:23][CH2:24][C@:6]12[CH3:7])[C@:19]1([CH2:20][OH:21])[C:14]([CH2:15][C@@H:16]([O:25][Si:26]([CH3:29])([CH3:28])[CH3:27])[CH2:17][CH2:18]1)=[CH:13][CH2:12]3)(=[O:3])[CH3:2].[C:30]([O:33][C@H:34]1[CH2:39][CH2:38][C@H:37]2[C@H:40]3[C@H:51]([CH2:52][CH2:53][C@:35]12[CH3:36])[C@:48]1([CH2:49][OH:50])[C:43]([CH2:44][C@@H:45]([O:54][C:55]2([O:60][CH3:61])[CH2:59][CH2:58][CH2:57][CH2:56]2)[CH2:46][CH2:47]1)=[CH:42][CH2:41]3)(=[O:32])[CH3:31].C(O[C@H]1CC[C@H]2[C@H]3[C@H](CC[C@]12C)[C@]1(CO)C(C[C@@H](OCC)CC1)=CC3)(=O)C>>[C:1]([OH:4])(=[O:3])[CH3:2].[OH:4][C@H:5]1[CH2:10][CH2:9][C@H:8]2[C@H:11]3[C@H:22]([CH2:23][CH2:24][C@:6]12[CH3:7])[C@:19]1([CH:20]=[O:21])[C:14]([CH2:15][C@@H:16]([O:25][Si:26]([CH3:27])([CH3:29])[CH3:28])[CH2:17][CH2:18]1)=[CH:13][CH2:12]3.[C:30]([OH:33])(=[O:32])[CH3:31].[OH:33][C@H:34]1[CH2:39][CH2:38][C@H:37]2[C@H:40]3[C@H:51]([CH2:52][CH2:53][C@:35]12[CH3:36])[C@:48]1([CH:49]=[O:50])[C:43]([CH2:44][C@@H:45]([O:54][C:55]2([O:60][CH3:61])[CH2:59][CH2:58][CH2:57][CH2:56]2)[CH2:46][CH2:47]1)=[CH:42][CH2:41]3 |f:3.4,5.6|. Procedure details: Substituting 3β-trimethylsiloxy-5-androstene-17β,19-diol 17-acetate, 3β-(1'-methoxycyclopentyloxy)-5-androstene-17β,19-diol 17-acetate and 3β-(1'-cyclopentenyloxy)-5-androstene-17β,19-diol 17-acetate for the 3β-ethoxy-5-androstene-17β,19-diol 17-acetate above results in the preparation of 17β-hydroxy-3β-trimethylsiloxy-5-androsten-19-one acetate, 17β-hydroxy-3β-(1'-methoxycyclopentyloxy)-5-androsten-19-one acetate and 3β-(1'-cyclopentenyloxy)-17β-hydroxy-5-androsten-19-one acetate, respectively. Starting materials: CCO, CC(CCCc1ccccc1)n1ncc(C#N)c1N, N, OO. Yields the product CC(CCCc1ccccc1)n1ncc(C(N)=O)c1N. Reaction SMILES: [CH3:23][CH2:24][OH:25].[NH2:1][c:2]1[c:3]([C:18]#[N:19])[cH:4][n:5][n:6]1[CH:7]([CH2:8][CH2:9][CH2:10][c:11]1[cH:12][cH:13][cH:14][cH:15][cH:16]1)[CH3:17].[NH3:20].[OH:21][OH:22]>>[NH2:1][c:2]1[c:3]([C:18]([NH2:19])=[O:21])[cH:4][n:5][n:6]1[CH:7]([CH2:8][CH2:9][CH2:10][c:11]1[cH:12][cH:13][cH:14][cH:15][cH:16]1)[CH3:17].